From a dataset of the Open Reaction Database (ORD), a public repository of structured organic reaction records. describe an organic reaction: reactants, conditions, products, and yield The reactants are CS(=O)(=O)Cl, OCCCc1cn(C(c2ccccc2)(c2ccccc2)c2ccccc2)c(F)n1, c1ccncc1. Product: CS(=O)(=O)OCCCc1cn(C(c2ccccc2)(c2ccccc2)c2ccccc2)c(F)n1. As a reaction SMILES: [CH3:30][S:31]([Cl:32])(=[O:33])=[O:34].[F:1][c:2]1[n:3]([C:11]([c:12]2[cH:13][cH:14][cH:15][cH:16][cH:17]2)([c:18]2[cH:19][cH:20][cH:21][cH:22][cH:23]2)[c:24]2[cH:25][cH:26][cH:27][cH:28][cH:29]2)[cH:4][c:5]([CH2:7][CH2:8][CH2:9][OH:10])[n:6]1.[cH:35]1[cH:36][cH:37][n:38][cH:39][cH:40]1>>[F:1][c:2]1[n:3]([C:11]([c:12]2[cH:13][cH:14][cH:15][cH:16][cH:17]2)([c:18]2[cH:19][cH:20][cH:21][cH:22][cH:23]2)[c:24]2[cH:25][cH:26][cH:27][cH:28][cH:29]2)[cH:4][c:5]([CH2:7][CH2:8][CH2:9][O:10][S:31]([CH3:30])(=[O:33])=[O:34])[n:6]1. As a reaction SMILES: [C:1]1([C:7]2[C:16]([N:17]3[CH2:22][CH2:21][CH:20]([C:23]4[C:28]([C:29]([F:32])([F:31])[F:30])=[CH:27][CH:26]=[CH:25][N:24]=4)[CH2:19][CH2:18]3)=[N:15][C:14]3[C:9](=[CH:10][CH:11]=[C:12]([C:33]([O:35]C)=[O:34])[CH:13]=3)[N:8]=2)[CH:6]=[CH:5][CH:4]=[CH:3][CH:2]=1.[OH-].[Na+].Cl>CO.O>[C:1]1([C:7]2[C:16]([N:17]3[CH2:18][CH2:19][CH:20]([C:23]4[C:28]([C:29]([F:31])([F:32])[F:30])=[CH:27][CH:26]=[CH:25][N:24]=4)[CH2:21][CH2:22]3)=[N:15][C:14]3[C:9](=[CH:10][CH:11]=[C:12]([C:33]([OH:35])=[O:34])[CH:13]=3)[N:8]=2)[CH:6]=[CH:5][CH:4]=[CH:3][CH:2]=1 |f:1.2|. Procedure: Into a 50-mL round-bottom flask, was placed a solution of methyl 2-phenyl-3-(4-(3-(trifluoromethyl)pyridin-2-yl)piperidin-1-yl)quinoxaline-6-carboxylate (236.2 mg, 0.46 mmol, 1.00 equiv, 95%) in methanol (15 mL). This was followed by the addition of a solution of sodium hydroxide (91.2 mg, 5.00 equiv) in water (2 mL), which was added dropwise with stirring. The resulting solution was stirred overnight at 50° C. in an oil bath. The pH value of the solution was adjusted to 3-4 with 1N hydrochloric... Run in O (water), CO (methanol). Reactants: C1(=CC=CC=C1)C1=NC2=CC=C(C=C2N=C1N1CCC(CC1)C1=NC=CC=C1C(F)(F)F)C(=O)OC (methyl 2-phenyl-3-(4-(3-(trifluoromethyl)pyridin-2-yl)piperidin-1-yl)quinoxaline-6-carboxylate), [OH-].[Na+] (sodium hydroxide), Cl (hydrochloric acid). Yields the product C1(=CC=CC=C1)C1=NC2=CC=C(C=C2N=C1N1CCC(CC1)C1=NC=CC=C1C(F)(F)F)C(=O)O (2-Phenyl-3-(4-(3-(trifluoromethyl)pyridin-2-yl)piperidin-1-yl)quinoxaline-6-carboxylic acid). The reactants are C(#N)C1=CC=C(C=C1)C1CN(C1)C(=O)C=1C=CC(=C(C1)C=1N=C(NC1C)C1CCN(CC1)C(=O)OC(C)(C)C)C (tert-butyl 4-(4-(5-(3-(4-cyanophenyl)azetidine-1-carbonyl)-2-methylphenyl)-5-methyl-1H-imidazol-2-yl)piperidine-1-carboxylate), C(#N)C1=CC=C(C=C1)C1CN(C1)C(=O)C=1C=CC(=C(C1)C=1N=C(NC1C)C1CCN(CC1)C(=O)OC(C)(C)C)C (tert-butyl 4-(4-(5-(3-(4-cyanophenyl)azetidine-1-carbonyl)-2-methylphenyl)-5-methyl-1H-imidazol-2-yl)piperidine-1-carboxylate), FC(C(=O)O)(F)F (trifluoroacetic acid). The solvent is C(Cl)Cl (CH2Cl2). Procedure details: To a solution of tert-butyl 4-(4-(5-(3-(4-cyanophenyl)azetidine-1-carbonyl)-2-methylphenyl)-5-methyl-1H-imidazol-2-yl)piperidine-1-carboxylate (compound 182.3, 475 mg, 0.88 mmol) in 20 mL CH2Cl2, was added trifluoroacetic acid (4 mL). The reaction stirred for 1.5 hours and concentrated under reduced pressure, neutralized with 10 mL Na2CO3 (1M) and lyophilized to afford 4-(1-(4-methyl-3-(4-methyl-2-(piperidin-4-yl)-1H-imidazol-5-yl)benzoyl)azetidin-3-yl)benzonitrile. The mixture of 4-(1-(4-methyl... Reaction conditions: time 1.5 hour. As a reaction SMILES: [C:1]([C:3]1[CH:8]=[CH:7][C:6]([CH:9]2[CH2:12][N:11]([C:13]([C:15]3[CH:16]=[CH:17][C:18]([CH3:40])=[C:19]([C:21]4[N:22]=[C:23]([CH:27]5[CH2:32][CH2:31][N:30](C(OC(C)(C)C)=O)[CH2:29][CH2:28]5)[NH:24][C:25]=4[CH3:26])[CH:20]=3)=[O:14])[CH2:10]2)=[CH:5][CH:4]=1)#[N:2].FC(F)(F)C(O)=O>C(Cl)Cl>[CH3:40][C:18]1[CH:17]=[CH:16][C:15]([C:13]([N:11]2[CH2:12][CH:9]([C:6]3[CH:5]=[CH:4][C:3]([C:1]#[N:2])=[CH:8][CH:7]=3)[CH2:10]2)=[O:14])=[CH:20][C:19]=1[C:21]1[NH:22][C:23]([CH:27]2[CH2:32][CH2:31][NH:30][CH2:29][CH2:28]2)=[N:24][C:25]=1[CH3:26]. Yields the product CC1=C(C=C(C(=O)N2CC(C2)C2=CC=C(C#N)C=C2)C=C1)C1=C(N=C(N1)C1CCNCC1)C (4-(1-(4-methyl-3-(4-methyl-2-(piperidin-4-yl)-1H-imidazol-5-yl)benzoyl)azetidin-3-yl)benzonitrile). The reactants are [I-].[K+] (Potassium iodide), C(O)([O-])=O.[Na+] (sodium hydrogencarbonate), BrCCCCCC(=O)OCC (Ethyl 6-bromohexanoate), NC1=CC=C(C(=O)OC(C)(C)C)C=C1 (tert-butyl 4-aminobenzoate), C(C)(C)N(C(C)C)CC (N,N-diisopropylethylamine). The solvent is CN(C=O)C (N,N-dimethylformamide). Reaction conditions: temperature 50 celsius, time 3 day. Product: C(C)OC(CCCCCNC1=CC=C(C(=O)OC(C)(C)C)C=C1)=O (tert-Butyl 4-[(6-ethoxy-6-oxohexyl)amino]benzoate). The yield is 49.7%. Reaction SMILES: Br[CH2:2][CH2:3][CH2:4][CH2:5][CH2:6][C:7]([O:9][CH2:10][CH3:11])=[O:8].[NH2:12][C:13]1[CH:25]=[CH:24][C:16]([C:17]([O:19][C:20]([CH3:23])([CH3:22])[CH3:21])=[O:18])=[CH:15][CH:14]=1.C(N(CC)C(C)C)(C)C.[I-].[K+].C(=O)([O-])O.[Na+]>CN(C)C=O>[CH2:10]([O:9][C:7](=[O:8])[CH2:6][CH2:5][CH2:4][CH2:3][CH2:2][NH:12][C:13]1[CH:25]=[CH:24][C:16]([C:17]([O:19][C:20]([CH3:21])([CH3:22])[CH3:23])=[O:18])=[CH:15][CH:14]=1)[CH3:11] |f:3.4,5.6|. Procedure: Ethyl 6-bromohexanoate (8.44 mL, 49.7 mmol) and tert-butyl 4-aminobenzoate (6.41 g, 33.2 mmol) were dissolved in N,N-dimethylformamide (33 mL), N,N-diisopropylethylamine (8.64 mL, 49.7 mmol) was added, and the mixture was stirred at 50° C. for 3 days. Potassium iodide (8.25 g, 49.7 mmol) was added, and the mixture was further stirred at 50° C. for 4 days. A saturated aqueous sodium hydrogencarbonate solution was added, and the mixture was extracted with ethyl acetate (×2). The resulting organic ...